Dataset: the Open Reaction Database (ORD), a public repository of structured organic reaction records. Task: describe an organic reaction: reactants, conditions, products, and yield Reactants: CN(C(=O)C1CCN2C=CC=C12)C1=CC=CC=C1 (N-Methyl-N-phenyl-2,3-dihydro-1H-pyrrolizine-1-carboxamide), C(C1=CC=CC=C1)(=O)N1CCCCC1 (benzoylpiperidine), P(=O)(Cl)(Cl)Cl (phosphorus oxychloride), [OH-].[Na+] (sodium hydroxide), N1CCCCC1 (piperidine), [OH-].[Na+] (sodium hydroxide). Solvent: C1(=CC=CC=C1)C (toluene), C1(=CC=CC=C1)C (toluene), O (water), C1(=CC=CC=C1)C (toluene), O (water). Reaction conditions: temperature 25 celsius, time 1 hour. Product: C(C1=CC=CC=C1)(=O)C=1N2CCC(C2=CC1)C(=O)N(C1=CC=CC=C1)C (5-benzoyl-N-methyl-N-phenyl-2,3-dihydro-1H-pyrrolizine-1-carboxamide). Yield: 83.5%. As a reaction SMILES: [CH3:1][N:2]([C:13]1[CH:18]=[CH:17][CH:16]=[CH:15][CH:14]=1)[C:3]([CH:5]1[C:12]2[N:8]([CH:9]=[CH:10][CH:11]=2)[CH2:7][CH2:6]1)=[O:4].[C:19](N1CCCCC1)(=[O:26])[C:20]1[CH:25]=[CH:24][CH:23]=[CH:22][CH:21]=1.P(Cl)(Cl)(Cl)=O.[OH-].[Na+].N1CCCCC1>O.C1(C)C=CC=CC=1>[C:19]([C:9]1[N:8]2[C:12](=[CH:11][CH:10]=1)[CH:5]([C:3]([N:2]([CH3:1])[C:13]1[CH:18]=[CH:17][CH:16]=[CH:15][CH:14]=1)=[O:4])[CH2:6][CH2:7]2)(=[O:26])[C:20]1[CH:25]=[CH:24][CH:23]=[CH:22][CH:21]=1 |f:3.4|. Procedure: N-Methyl-N-phenyl-2,3-dihydro-1H-pyrrolizine-1-carboxamide (115.35 g, 480 mmol) and toluene (100 mL) were added to a mixture of benzoylpiperidine (95.4 g, 1.05 equivalents) and phosphorus oxychloride (88 mL, 147 g, 0.96 equivalents), which had been stirred at 25° C. for 1 hour. An additional 100 mL toluene was added. The suspension was heated to a temperature of 40° C. to 45° C. for 4 hours. The resulting syrup was transferred into a rapidly stirring solution of sodium hydroxide (180 g, 4.5 mol)... Reactants: COC(=O)CCCBr, O=C([O-])[O-], Clc1ccc(Cc2ccc(OCC3CCCN3)cc2)cc1, Cl, [K+], [K+], CN(C)C=O, O. Yields the product COC(=O)CCCN1CCCC1COc1ccc(Cc2ccc(Cl)cc2)cc1. As a reaction SMILES: [Br:23][CH2:24][CH2:25][CH2:26][C:27](=[O:28])[O:29][CH3:30].[C:31](=[O:32])([O-:33])[O-:34].[Cl:2][c:3]1[cH:4][cH:5][c:6]([CH2:7][c:8]2[cH:9][cH:10][c:11]([O:12][CH2:13][CH:14]3[NH:15][CH2:16][CH2:17][CH2:18]3)[cH:19][cH:20]2)[cH:21][cH:22]1.[ClH:1].[K+:35].[K+:36].[O:37]=[CH:38][N:39]([CH3:40])[CH3:41].[OH2:42]>>[Cl:2][c:3]1[cH:4][cH:5][c:6]([CH2:7][c:8]2[cH:9][cH:10][c:11]([O:12][CH2:13][CH:14]3[N:15]([CH2:24][CH2:25][CH2:26][C:27](=[O:28])[O:29][CH3:30])[CH2:16][CH2:17][CH2:18]3)[cH:19][cH:20]2)[cH:21][cH:22]1. Reactants: [BH4-], C#CCn1cc(C=C(C#N)C#N)cn1, Cl, [Na+], C1CCOC1. Product: C#CCn1cc(CC(C#N)C#N)cn1. As a reaction SMILES: [BH4-:15].[CH2:1]([C:2]#[CH:3])[n:4]1[n:5][cH:6][c:7]([CH:9]=[C:10]([C:11]#[N:12])[C:13]#[N:14])[cH:8]1.[ClH:17].[Na+:16].[O:18]1[CH2:19][CH2:20][CH2:21][CH2:22]1>>[CH2:1]([C:2]#[CH:3])[n:4]1[n:5][cH:6][c:7]([CH2:9][CH:10]([C:11]#[N:12])[C:13]#[N:14])[cH:8]1.